This data is from the Open Reaction Database (ORD), a public repository of structured organic reaction records. The task is: describe an organic reaction: reactants, conditions, products, and yield Reactants: C1(=CC=CC=C1)CC=O (phenylacetaldehyde), C(C)(=O)C1=CC=CC=C1 (acetophenone), C(C1=CC=CC=C1)=O (benzaldehyde), [H][H] (hydrogen). The reagents and catalysts are [Ni] (Raney nickel), [Mo] (molybdenum). Run in C1(=CC=CC=C1)C (toluene). Product: C1=CC=C(C=C1)CCO (β-phenethyl alcohol). Reaction SMILES: [C:1]1([CH2:7][CH:8]=[O:9])[CH:6]=[CH:5][CH:4]=[CH:3][CH:2]=1.C(C1C=CC=CC=1)(=O)C.C(=O)C1C=CC=CC=1.[H][H]>[Ni].[Mo].C1(C)C=CC=CC=1>[CH:4]1[CH:5]=[CH:6][C:1]([CH2:7][CH2:8][OH:9])=[CH:2][CH:3]=1. Reported procedure: The toluene layers (about 4.7 l) were collected and the toluene was evaporated under reduced pressure. The residual liquid was fed to a fractionating column under reduced pressure. Thus, the remaining toluene was at first evaporated, then styrene (35 g) was recovered at 35° C./10 mmHg and fractional distillation was further conducted at 100° to 110° C. (bath temperature) to obtain a distillate (73 g) boiling at 45° to 50° C./2 mmHg. This distillate was found to be a mixture of phenylacetaldehyde... The reactants are O=Cc1ccc(Br)cc1, O=C([O-])O, OCCO, Cc1ccccc1, [Na+], O, Cc1ccc(S(=O)(=O)O)cc1. Yields the product Brc1ccc(C2OCCO2)cc1. RXN SMILES: [Br:1][c:2]1[cH:3][cH:4][c:5]([CH:6]=[O:7])[cH:8][cH:9]1.[C:26](=[O:27])([OH:28])[O-:29].[CH2:10]([CH2:11][OH:12])[OH:13].[CH3:31][c:32]1[cH:33][cH:34][cH:35][cH:36][cH:37]1.[Na+:30].[OH2:14].[c:15]1([CH3:16])[cH:17][cH:18][c:19]([S:20]([OH:21])(=[O:22])=[O:23])[cH:24][cH:25]1>>[Br:1][c:2]1[cH:3][cH:4][c:5]([CH:6]2[O:7][CH2:10][CH2:11][O:12]2)[cH:8][cH:9]1. Reactants: BrC(C)C1=NC2=CC=CC=C2C(N1CC1=CC=CC=C1)=O (2-(1-bromoethyl)-3-benzyl-quinazolin-4-one), COC1=CC=C(N)C=C1 (4-methoxy-aniline). Run in C(C)N(CC)CC (triethylamine). Product: COC1=CC=C(C=C1)NC(C)C1=NC2=CC=CC=C2C(N1CC1=CC=CC=C1)=O (2-(1-(4-methoxyphenylamino)ethyl)-3-benzyl-quinazolin-4-one). RXN SMILES: Br[CH:2]([C:4]1[N:13]([CH2:14][C:15]2[CH:20]=[CH:19][CH:18]=[CH:17][CH:16]=2)[C:12](=[O:21])[C:11]2[C:6](=[CH:7][CH:8]=[CH:9][CH:10]=2)[N:5]=1)[CH3:3].[CH3:22][O:23][C:24]1[CH:30]=[CH:29][C:27]([NH2:28])=[CH:26][CH:25]=1>C(N(CC)CC)C>[CH3:22][O:23][C:24]1[CH:30]=[CH:29][C:27]([NH:28][CH:2]([C:4]2[N:13]([CH2:14][C:15]3[CH:20]=[CH:19][CH:18]=[CH:17][CH:16]=3)[C:12](=[O:21])[C:11]3[C:6](=[CH:7][CH:8]=[CH:9][CH:10]=3)[N:5]=2)[CH3:3])=[CH:26][CH:25]=1. Procedure: 2-Ethyl-3-benzyl-quinazolin-4-one is prepared following the procedure set forth in part (A) above, but substituting N-benzyl-2-(propanoylamino)-benzamide for N-(1-benzoylethyl)-2-(formylamino)-benzamide (“Compound E”). Compound E is brominated by heating in acetic acid with bromine to provide 2-(1-bromoethyl)-3-benzyl-quinazolin-4-one (“Compound F”). Compound F is treated with 4-methoxy-aniline in triethylamine to provide 2-(1-(4-methoxyphenylamino)ethyl)-3-benzyl-quinazolin-4-one (“Compound G”)... Reactants: FC=1C=CC(=C(C1)C(C#CC1=CC=CC=C1)O)OC (1-(5-fluoro-2-methoxy-phenyl)-3-phenyl-prop-2-yn-1-ol), BrC=1C(=C(C=O)C=CC1OC)OC (3-bromo-2,4-dimethoxy-benzaldehyde). Yields the product BrC=1C(=C(C=CC1OC)C(C#CC1=CC=CC=C1)O)OC (1-(3-Bromo-2,4-dimethoxy-phenyl)-3-phenyl-prop-2-yn-1-ol). Isolated yield 59.0%. RXN SMILES: F[C:2]1[CH:3]=[CH:4][C:5](OC)=[C:6]([CH:8](O)[C:9]#CC2C=CC=CC=2)[CH:7]=1.[Br:20][C:21]1[C:22]([O:31][CH3:32])=[C:23]([CH:26]=[CH:27][C:28]=1[O:29][CH3:30])[CH:24]=[O:25]>>[Br:20][C:21]1[C:22]([O:31][CH3:32])=[C:23]([CH:24]([OH:25])[C:9]#[C:8][C:6]2[CH:7]=[CH:2][CH:3]=[CH:4][CH:5]=2)[CH:26]=[CH:27][C:28]=1[O:29][CH3:30]. Reported procedure: Following the procedure used to prepare 1-(5-fluoro-2-methoxy-phenyl)-3-phenyl-prop-2-yn-1-ol, 3-bromo-2,4-dimethoxy-benzaldehyde (0.80 g, 3.26 mmol) [prepared as described in Helv. Chim, Acta, 1990, 73, 48], was reacted to give the title compound (0.67 g, 59%). 1H NMR (400 MHz, DMSO-d6): δ 7.67-7.62 (d, 1H), 7.45-7.35 (m, 5H), 7.01-6.96 (d, 1H), 6.14-6.11 (d, 1H), 5.78-5.74 (d, 1H), 3.88-3.84 (m, 6H). Yields the product O=C(COCC(=O)Nc1ccc(Cl)cc1C(=O)O)Nc1ccc(-c2ccncc2)cc1. Reactants: C1CCOC1, COC(=O)c1cc(Cl)ccc1NC(=O)COCC(=O)Nc1ccc(-c2ccncc2)cc1, [Na+], [OH-]. RXN SMILES: [CH2:35]1[O:36][CH2:37][CH2:38][CH2:39]1.[CH3:1][O:2][C:3]([c:4]1[c:5]([NH:11][C:12]([CH2:13][O:14][CH2:15][C:16]([NH:17][c:18]2[cH:19][cH:20][c:21](-[c:24]3[cH:25][cH:26][n:27][cH:28][cH:29]3)[cH:22][cH:23]2)=[O:30])=[O:31])[cH:6][cH:7][c:8]([Cl:10])[cH:9]1)=[O:32].[Na+:34].[OH-:33]>>[O:2]=[C:3]([c:4]1[c:5]([NH:11][C:12]([CH2:13][O:14][CH2:15][C:16]([NH:17][c:18]2[cH:19][cH:20][c:21](-[c:24]3[cH:25][cH:26][n:27][cH:28][cH:29]3)[cH:22][cH:23]2)=[O:30])=[O:31])[cH:6][cH:7][c:8]([Cl:10])[cH:9]1)[OH:32]. Reactants: CC(C)(C)[O-], CCOC(=O)CC(=O)OCC, CS(C)=O, CCCCCCC, Nc1cc(Cl)c(C(F)(F)F)cc1[N+](=O)[O-], Cl, [K+], [K+], [OH-], O. The product is Cc1cc(N)c([N+](=O)[O-])cc1C(F)(F)F. Reaction SMILES: [C:1]([O-:2])([CH3:3])([CH3:4])[CH3:5].[C:7]([O:8][CH2:9][CH3:10])(=[O:11])[CH2:12][C:13]([O:14][CH2:15][CH3:16])=[O:17].[CH3:36][S:37]([CH3:38])=[O:39].[CH3:41][CH2:42][CH2:43][CH2:44][CH2:45][CH2:46][CH3:47].[Cl:18][c:19]1[c:20]([C:29]([F:30])([F:31])[F:32])[cH:21][c:22]([N+:26](=[O:27])[O-:28])[c:23]([NH2:25])[cH:24]1.[ClH:35].[K+:34].[K+:6].[OH-:33].[OH2:40]>>[CH3:1][c:19]1[c:20]([C:29]([F:30])([F:31])[F:32])[cH:21][c:22]([N+:26](=[O:27])[O-:28])[c:23]([NH2:25])[cH:24]1.